This data is from the Open Reaction Database (ORD), a public repository of structured organic reaction records. The task is: describe an organic reaction: reactants, conditions, products, and yield The reactants are O=C(CC(=O)[O-])NC1=CC(=CC=C1)C(F)(F)F.[Li+] (Lithium 3-oxo-3-{[3-(trifluoromethyl)phenyl]amino}propanoate), C(C1=CC=CC=C1)Br (benzyl bromide). The reagents and catalysts are CCCCCCCC[N+](C)(CCCCCCCC)CCCCCCCC.[Cl-] (Aliquat 336). Solvent: O (water), ClCCl (dichloromethane). Conditions: time 2 day. Product: O=C(CC(=O)OCC1=CC=CC=C1)NC1=CC(=CC=C1)C(F)(F)F (Benzyl 3-oxo-3-{[3-(trifluoromethyl)phenyl]amino}propanoate). As a reaction SMILES: [O:1]=[C:2]([NH:7][C:8]1[CH:13]=[CH:12][CH:11]=[C:10]([C:14]([F:17])([F:16])[F:15])[CH:9]=1)[CH2:3][C:4]([O-:6])=[O:5].[Li+].[CH2:19](Br)[C:20]1[CH:25]=[CH:24][CH:23]=[CH:22][CH:21]=1>O.CCCCCCCC[N+](CCCCCCCC)(CCCCCCCC)C.[Cl-].ClCCl>[O:1]=[C:2]([NH:7][C:8]1[CH:13]=[CH:12][CH:11]=[C:10]([C:14]([F:15])([F:16])[F:17])[CH:9]=1)[CH2:3][C:4]([O:6][CH2:19][C:20]1[CH:25]=[CH:24][CH:23]=[CH:22][CH:21]=1)=[O:5] |f:0.1,4.5|. Procedure: To a stirred solution of lithium 3-oxo-3-{[3-(trifluoromethyl)phenyl]amino}propanoate (2.0 g, 7.9 mmol) (Example 2A) in water (15 ml) is added a solution of Aliquat 336® (3.1 g) and benzyl bromide (1.35 g, 7.5 mmol) in dichloromethane (15 ml). The reaction mixture is stirred for two days at room temperature, then extracted with dichloromethane (500 ml). The organic phase is dried over anhydrous magnesium sulfate, filtered and concentrated in vacuo. The residue is purified by flash chromatography...